Dataset: the Open Reaction Database (ORD), a public repository of structured organic reaction records. Task: describe an organic reaction: reactants, conditions, products, and yield Reactants: COC1=CC=C(C=N1)N1N=C(C=C1C1=CC=CC=C1)C(=O)N1CC(N(CC1)CC1=CC=CC=C1)C (1-[1-(6-methoxy-3-pyridyl)-5-phenylpyrazole-3-carbonyl]-4-benzyl-3-methylpiperazine), [OH-].[Na+] (sodium hydroxide), resultant mixture, [H][H] (hydrogen). The reagents and catalysts are [C].[Pd] (palladium-carbon). The solvent is C(C)O (ethanol), Cl.C(C)O (HCl ethanol). Yields the product COC1=CC=C(C=N1)N1N=C(C=C1C1=CC=CC=C1)C(=O)N1CC(NCC1)C (1-[1-(6-Methoxy-3-pyridyl)-5-phenylpyrazole-3-carbonyl]-3-methylpiperazine), product. The yield is 67.0%. As a reaction SMILES: [CH3:1][O:2][C:3]1[N:8]=[CH:7][C:6]([N:9]2[C:13]([C:14]3[CH:19]=[CH:18][CH:17]=[CH:16][CH:15]=3)=[CH:12][C:11]([C:20]([N:22]3[CH2:27][CH2:26][N:25](CC4C=CC=CC=4)[CH:24]([CH3:35])[CH2:23]3)=[O:21])=[N:10]2)=[CH:5][CH:4]=1.[H][H].[OH-].[Na+]>C(O)C.Cl.C(O)C.[C].[Pd]>[CH3:1][O:2][C:3]1[N:8]=[CH:7][C:6]([N:9]2[C:13]([C:14]3[CH:15]=[CH:16][CH:17]=[CH:18][CH:19]=3)=[CH:12][C:11]([C:20]([N:22]3[CH2:27][CH2:26][NH:25][CH:24]([CH3:35])[CH2:23]3)=[O:21])=[N:10]2)=[CH:5][CH:4]=1 |f:2.3,5.6,7.8|. Reported procedure: To a solution of 1-[1-(6-methoxy-3-pyridyl)-5-phenylpyrazole-3-carbonyl]-4-benzyl-3-methylpiperazine (0.459 g) obtained in Example 14 in ethanol (10 mL), 1M HCl-ethanol (0.980 mL) and 10% palladium-carbon (123 mg) were added at room temperature. The resultant mixture was stirred in a hydrogen atmosphere for 5.5 hours. After the atmosphere was changed to nitrogen, the mixture was neutralized to pH 8 with 1M aqueous sodium hydroxide, followed by removal of insoluble matter through filtration. Solv... Reactants: Ice, Cl (HCl), FC(C1=CC=C(C=O)C=C1)(F)F (4-trifluoromethylbenzaldehyde), C/C(=N\O)/C(=O)C (2,3-butanedione monoxime). Run in CCOC(=O)C (EtOAc). Conditions: temperature 5 celsius, time 3 hour. Product: Cl.CC=1[N+](=C(OC1C)C1=CC=C(C=C1)C(F)(F)F)[O-] (4.5-Dimethyl-2-(4-trifluoromethyl-phenyl)-oxazole N-oxide hydrochloride). Isolated yield 71.0%. Reaction SMILES: [ClH:1].[F:2][C:3]([F:13])([F:12])[C:4]1[CH:11]=[CH:10][C:7]([CH:8]=[O:9])=[CH:6][CH:5]=1.[CH3:14]/[C:15](/[C:18]([CH3:20])=O)=[N:16]\[OH:17]>CCOC(C)=O>[ClH:1].[CH3:14][C:15]1[N+:16]([O-:17])=[C:8]([C:7]2[CH:10]=[CH:11][C:4]([C:3]([F:12])([F:13])[F:2])=[CH:5][CH:6]=2)[O:9][C:18]=1[CH3:20] |f:4.5|. Procedure: HCl gas (21.2 g, 58.1 mmol) was bubbled via syringe into 0° C. solution of 4-trifluoromethylbenzaldehyde (50 g, 28.7 mmol), 2,3-butanedione monoxime (26.40 g, 26.1 mmol), and EtOAc (105 ml). The reaction was stirred at 5° C. for 3 h. Ice cold ether (575 ml) was then added, and the resultant precipitate was filtered, washed with ether, and dried at 25° C. for 16 h to give the product as a white solid (54.79 g 71% yield, mp 149°-159° C. Reactants: C(C)(C)(C)C(=O)NC1=CC(=CC=C1)C(C1=CC(=C(C(=C1)OC)OC)OC)=O (N-tert-butylcarbonyl-3-(3,4,5-trimethoxybenzoyl)aniline), Cl.C(C)(=O)O (hydrochloric acid acetic acid), C(C)OCC (Diethylether). Run in C(C)(=O)O (acetic acid). Run at time 45 minute. The product is COC=1C=C(C(=O)C=2C=C(N)C=CC2)C=C(C1OC)OC (3-(3,4,5-trimethoxybenzoyl)aniline). Yield: 96.4%. As a reaction SMILES: C(C([NH:7][C:8]1[CH:13]=[CH:12][CH:11]=[C:10]([C:14](=[O:27])[C:15]2[CH:20]=[C:19]([O:21][CH3:22])[C:18]([O:23][CH3:24])=[C:17]([O:25][CH3:26])[CH:16]=2)[CH:9]=1)=O)(C)(C)C.Cl.C(O)(=O)C.C(OCC)C>C(O)(=O)C>[CH3:26][O:25][C:17]1[CH:16]=[C:15]([CH:20]=[C:19]([O:21][CH3:22])[C:18]=1[O:23][CH3:24])[C:14]([C:10]1[CH:9]=[C:8]([CH:13]=[CH:12][CH:11]=1)[NH2:7])=[O:27] |f:1.2|. Procedure details: N-tert-butylcarbonyl-3-(3,4,5-trimethoxybenzoyl)aniline (7.10 g, 18.92 mmol), prepared as described above, was dissolved in acetic acid (125 mL, 1.4N) at room temperature. A solution of hydrochloric acid/acetic acid (20 mL) was added and the mixture allowed to stand for 45 minutes. Diethylether (800 mL) was added and the resulting precipitate filtered and dried to yield 3-(3,4,5-trimethoxybenzoyl)aniline (5.24 g, 85.7%) as a tan solid. The reactants are N1C=NC2=C1C=CC(=C2)C(=O)N2CCC[C@@H]1C3=C(CC[C@H]21)C=C(C=C3)C(=O)O (cis-4-(1H-benzoimidazole-5-carbonyl)-1,2,3,4,4a,5,6,10b-octahydro-benzo[f]quinoline-8-carboxylic acid), N (ammonia). The product is N1C=NC2=C1C=CC(=C2)C(=O)N2CCC[C@@H]1C3=C(CC[C@H]21)C=C(C=C3)C(=O)N (cis-4-(1H-Benzoimidazole-5-carbonyl)-1,2,3,4,4a,5,6,10b-octahydro-benzo[f]quinoline-8-carboxylic acid amide). Procedure: The title compound is prepared from cis-4-(1H-benzoimidazole-5-carbonyl)-1,2,3,4,4a,5,6,10b-octahydro-benzo[f]quinoline-8-carboxylic acid and ammonia (28% in water) following a procedure analogous to that described in Example 1. Yield: 58% of theory; LC (method 1): tR=1.78 min; Mass spectrum (ESI+): m/z=375 [M+H]+. The yield is 58.0%. Reaction SMILES: [NH:1]1[C:5]2[CH:6]=[CH:7][C:8]([C:10]([N:12]3[C@@H:21]4[C@@H:16]([C:17]5[CH:25]=[CH:24][C:23]([C:26]([OH:28])=O)=[CH:22][C:18]=5[CH2:19][CH2:20]4)[CH2:15][CH2:14][CH2:13]3)=[O:11])=[CH:9][C:4]=2[N:3]=[CH:2]1.[NH3:29]>>[NH:1]1[C:5]2[CH:6]=[CH:7][C:8]([C:10]([N:12]3[C@@H:21]4[C@@H:16]([C:17]5[CH:25]=[CH:24][C:23]([C:26]([NH2:29])=[O:28])=[CH:22][C:18]=5[CH2:19][CH2:20]4)[CH2:15][CH2:14][CH2:13]3)=[O:11])=[CH:9][C:4]=2[N:3]=[CH:2]1.